From a dataset of the Open Reaction Database (ORD), a public repository of structured organic reaction records. describe an organic reaction: reactants, conditions, products, and yield Reactants: O=C(n1ccnc1)n1ccnc1, NC1CC1, Cc1c(C)c2c(c(C)c1O)CCC(C)(C(=O)O)O2. Product: Cc1c(C)c2c(c(C)c1O)CCC(C)(C(=O)NC1CC1)O2. As a reaction SMILES: [C:19]([n:20]1[cH:21][cH:22][n:23][cH:24]1)([n:25]1[cH:26][cH:27][n:28][cH:29]1)=[O:30].[CH:31]1([NH2:34])[CH2:32][CH2:33]1.[OH:1][c:2]1[c:3]([CH3:18])[c:4]2[c:9]([c:10]([CH3:13])[c:11]1[CH3:12])[O:8][C:7]([C:14](=[O:15])[OH:16])([CH3:17])[CH2:6][CH2:5]2>>[OH:1][c:2]1[c:3]([CH3:18])[c:4]2[c:9]([c:10]([CH3:13])[c:11]1[CH3:12])[O:8][C:7]([C:14](=[O:16])[NH:34][CH:31]1[CH2:32][CH2:33]1)([CH3:17])[CH2:6][CH2:5]2. Starting materials: COC1=C(C(=CC=C1)OC)C1CCCC(N1)=O (6-(2,6-dimethoxyphenyl)piperidin-2-one), BrCC1=CC=C(C=C1)F (1-(bromomethyl)-4-fluorobenzene). Yields the product COC1=C(C(=CC=C1)OC)C1CCCC(N1CC1=CC=C(C=C1)F)=O (6-(2,6-dimethoxyphenyl)-1-(4-fluorobenzyl)piperidin-2-one). Reaction SMILES: [CH3:1][O:2][C:3]1[CH:8]=[CH:7][CH:6]=[C:5]([O:9][CH3:10])[C:4]=1[CH:11]1[NH:16][C:15](=[O:17])[CH2:14][CH2:13][CH2:12]1.Br[CH2:19][C:20]1[CH:25]=[CH:24][C:23]([F:26])=[CH:22][CH:21]=1>>[CH3:1][O:2][C:3]1[CH:8]=[CH:7][CH:6]=[C:5]([O:9][CH3:10])[C:4]=1[CH:11]1[N:16]([CH2:19][C:20]2[CH:25]=[CH:24][C:23]([F:26])=[CH:22][CH:21]=2)[C:15](=[O:17])[CH2:14][CH2:13][CH2:12]1. Procedure: Prepared according to the described general procedure 4 (GP4) by reaction of 6-(2,6-dimethoxyphenyl)piperidin-2-one with commercially available 1-(bromomethyl)-4-fluorobenzene. Subsequent purification by preparative HPLC afforded the target compound. LC-MS (conditions E): tR=0.73 min.; [M+H]+: 344.22 g/mol.